From a dataset of the Open Reaction Database (ORD), a public repository of structured organic reaction records. describe an organic reaction: reactants, conditions, products, and yield The reactants are OCCCCCCOC1=C(C=C(C=O)C=C1)OC (4-[(6-hydroxyhexyl)oxy]-3-methoxybenzaldehyde), O1COC2=C1C=CC(=C2)CC#N (1,3-benzodioxol-5-ylacetonitrile). Product: O1COC2=C1C=CC(=C2)/C(/C#N)=C/C2=CC(=C(C=C2)OCCCCCCO)OC ((2Z)-2-(1,3-benzodioxol-5-yl)-3-{4-[(6-hydroxyhexyl)oxy]-3-methoxyphenyl}prop-2-enenitrile). Isolated yield 85.0%. Reaction SMILES: [OH:1][CH2:2][CH2:3][CH2:4][CH2:5][CH2:6][CH2:7][O:8][C:9]1[CH:16]=[CH:15][C:12]([CH:13]=O)=[CH:11][C:10]=1[O:17][CH3:18].[O:19]1[C:23]2[CH:24]=[CH:25][C:26]([CH2:28][C:29]#[N:30])=[CH:27][C:22]=2[O:21][CH2:20]1>>[O:19]1[C:23]2[CH:24]=[CH:25][C:26](/[C:28](=[CH:13]/[C:12]3[CH:15]=[CH:16][C:9]([O:8][CH2:7][CH2:6][CH2:5][CH2:4][CH2:3][CH2:2][OH:1])=[C:10]([O:17][CH3:18])[CH:11]=3)/[C:29]#[N:30])=[CH:27][C:22]=2[O:21][CH2:20]1. Procedure: (2Z)-2-(1,3-benzodioxol-5-yl)-3-{4-[(6-hydroxyhexyl)oxy]-3-methoxyphenyl}prop-2-enenitrile is prepared from 4-[(6-hydroxyhexyl)oxy]-3-methoxybenzaldehyde and 1,3-benzodioxol-5-ylacetonitrile according the same procedure following for example 10 in 85% yield. This material proves chromatographically homogenous and displays spectral characteristics consistent with its assigned structure. Starting materials: OCC(C(=O)O)(C)CO (2,2-bis(hydroxymethyl)propionic acid), COC(C1=CC=C(C=C1)OC)OC (1-(dimethoxymethyl)-4-methoxybenzene). The reagents and catalysts are C1(=CC=C(C=C1)S(=O)(=O)O)C (p-Toluenesulfonic acid). The solvent is CC(=O)C (acetone). Reaction conditions: temperature 22.5 celsius, time 5 hour. Product: COC1=CC=C(C=C1)C1OCC(CO1)(C(=O)O)C (2-(4-methoxyphenyl)-5-methyl-1,3-dioxane-5-carboxylic acid). Yield: 74.4%. As a reaction SMILES: [OH:1][CH2:2][C:3]([CH2:8][OH:9])([CH3:7])[C:4]([OH:6])=[O:5].CO[CH:12](OC)[C:13]1[CH:18]=[CH:17][C:16]([O:19][CH3:20])=[CH:15][CH:14]=1>C1(C)C=CC(S(O)(=O)=O)=CC=1.CC(C)=O>[CH3:20][O:19][C:16]1[CH:17]=[CH:18][C:13]([CH:12]2[O:9][CH2:8][C:3]([CH3:7])([C:4]([OH:6])=[O:5])[CH2:2][O:1]2)=[CH:14][CH:15]=1. Procedure details: 2,2-bis(hydroxymethyl)propionic acid (10 g) and anisaldehyde dimethyl acetal (20.4 g) were added to acetone (50 ml) at 20-25° C. p-Toluenesulfonic acid (0.51 g) was added to the reaction mixture and stirred at 20-25° C. for 5 hours. The mixture was then cooled to 0-5° C. and stirred for 1 hour. The slurry was filtered and the solid was washed with chilled (0-5° C.) acetone (10 ml). The solid was dried under vacuum at 45-50° C. for 4 hour. The solid was added to toluene (150 ml) and the resulting...